From a dataset of the Open Reaction Database (ORD), a public repository of structured organic reaction records. describe an organic reaction: reactants, conditions, products, and yield The reactants are COC(C(=O)N(C)OC)(C)C (2,N-dimethoxy-2,N-dimethyl-propionamide), C1CCOC1 (THF), C1CCOC1 (THF), IC1=CN(C2=NC=C(N=C21)C2=CC(=C(C(=C2)OC)OC)OC)[Si](C(C)C)(C(C)C)C(C)C (7-iodo-5-triisopropylsilanyl-2-(3,4,5-trimethoxy-phenyl)-5H-pyrrolo[2,3-b]pyrazine), O1CCCC1 (tetrahydrofuran), [Li]CCCC (nBuLi), CCCC[N+](CCCC)(CCCC)CCCC.[F-] (TBAF). Reaction conditions: time 30 second. The product is OCC(C(=O)C1=CNC2=NC=C(N=C21)C2=CC(=C(C(=C2)OC)OC)OC)(C)C (3-hydroxy-2,2-dimethyl-1-[2-(3,4,5-trimethoxy-phenyl)-5H-pyrrolo[2,3-b]pyrazin-7-yl]-propan-1-one). The yield is 11.0%. As a reaction SMILES: I[C:2]1[C:10]2[C:5](=[N:6][CH:7]=[C:8]([C:11]3[CH:16]=[C:15]([O:17][CH3:18])[C:14]([O:19][CH3:20])=[C:13]([O:21][CH3:22])[CH:12]=3)[N:9]=2)[N:4]([Si](C(C)C)(C(C)C)C(C)C)[CH:3]=1.[Li]CCCC.CO[C:40]([CH3:48])([CH3:47])[C:41](N(OC)C)=[O:42].CCCC[N+](CCCC)(CCCC)CCCC.[F-].[O:67]1CCC[CH2:68]1>>[OH:67][CH2:68][C:40]([CH3:47])([CH3:48])[C:41]([C:2]1[C:10]2[C:5](=[N:6][CH:7]=[C:8]([C:11]3[CH:12]=[C:13]([O:21][CH3:22])[C:14]([O:19][CH3:20])=[C:15]([O:17][CH3:18])[CH:16]=3)[N:9]=2)[NH:4][CH:3]=1)=[O:42] |f:3.4|. Procedure: A solution of 7-iodo-5-triisopropylsilanyl-2-(3,4,5-trimethoxy-phenyl)-5H-pyrrolo[2,3-b]pyrazine (233 mg, 0.410 mmol) in anhydrous tetrahydrofuran (3 ml) was cooled to −78° C. and treated with nBuLi (2.29M in hexanes, 0.25 ml, 0.57 mmol) dropwise. The solution was stirred for 30 seconds and then 2,N-dimethoxy-2,N-dimethyl-propionamide (198 mg, 1.23 mmol), dissolved in THF (5 ml), was added dropwise. The reaction mixture was stirred at −78° C. for 30 minutes and then at room temperature 30 minute... Reactants: Cl.BrC1=C2CCNC(C2=C(C=C1)OC)C(C)C (5-bromo-1-isopropyl-8-methoxy-1,2,3,4-tetrahydroisoquinoline hydrochloride), CCO (EtOH). Reagents/catalysts: [Pd] (palladium). Run in C(C)N(CC)CC (triethylamine). Run at time 2 hour. Yields the product Cl.C(C)(C)C1NCCC2=CC=CC(=C12)OC (1-isopropyl-8-methoxy-1,2,3,4-tetrahydroisoquinoline hydrochloride). Yield: 97.3%. Reaction SMILES: [ClH:1].Br[C:3]1[CH:12]=[CH:11][C:10]([O:13][CH3:14])=[C:9]2[C:4]=1[CH2:5][CH2:6][NH:7][CH:8]2[CH:15]([CH3:17])[CH3:16].CCO>[Pd].C(N(CC)CC)C>[ClH:1].[CH:15]([CH:8]1[C:9]2[C:4](=[CH:3][CH:12]=[CH:11][C:10]=2[O:13][CH3:14])[CH2:5][CH2:6][NH:7]1)([CH3:17])[CH3:16] |f:0.1,5.6|. Procedure: To 5-bromo-1-isopropyl-8-methoxy-1,2,3,4-tetrahydroisoquinoline hydrochloride (3.0 g) were added EtOH (30 mL), triethylamine (1.3 mL), and 10% palladium-supported carbon (0.30 g), followed by stirring under a hydrogen atmosphere for 2 hours. The reaction liquid was filtered through celite and the solvent was evaporated. An aqueous 1 M NaOH solution was added to the reaction liquid, followed by extraction with EtOAc. The extract was washed with saturated brine, and then dried over magnesium sulfa... Starting materials: C(C)OC(C1=CC(=CC=C1)SCC(C)=O)=O (3-(2-Oxo-propylsulfanyl)-benzoic acid ethyl ester), ClC=1C=C(C=CC1F)NN ((3-Chloro-4-fluoro-phenyl)-hydrazine). The product is C(C)OC(C1=CC(=CC=C1)SC1=C(NC2=CC(=C(C=C12)F)Cl)C)=O (3-(6-Chloro-5-fluoro-2-methyl-1H-indol-3-ylsulfanyl)-benzoic acid ethyl ester). Reaction SMILES: [CH2:1]([O:3][C:4](=[O:16])[C:5]1[CH:10]=[CH:9][CH:8]=[C:7]([S:11][CH2:12][C:13](=O)[CH3:14])[CH:6]=1)[CH3:2].[Cl:17][C:18]1[CH:19]=[C:20]([NH:25]N)[CH:21]=[CH:22][C:23]=1[F:24]>>[CH2:1]([O:3][C:4](=[O:16])[C:5]1[CH:10]=[CH:9][CH:8]=[C:7]([S:11][C:12]2[C:21]3[C:20](=[CH:19][C:18]([Cl:17])=[C:23]([F:24])[CH:22]=3)[NH:25][C:13]=2[CH3:14])[CH:6]=1)[CH3:2]. Procedure: Prepared according to the procedure described in Example 2, step 1, using the following starting materials: 3-(2-Oxo-propylsulfanyl)-benzoic acid ethyl ester and (3-Chloro-4-fluoro-phenyl)-hydrazine. The reactants are CCCCCCCCCCCC(=O)OC1CC(c2ccccc2)NC(c2ccccc2)C1, CC1(C)OO1, CC(C)=O. Product: CCCCCCCCCCCC(=O)OC1CC(c2ccccc2)N(O)C(c2ccccc2)C1. Reaction SMILES: [C:6]([CH2:7][CH2:8][CH2:9][CH2:10][CH2:11][CH2:12][CH2:13][CH2:14][CH2:15][CH2:16][CH3:17])(=[O:18])[O:19][CH:20]1[CH2:21][CH:22]([c:32]2[cH:33][cH:34][cH:35][cH:36][cH:37]2)[NH:23][CH:24]([c:26]2[cH:27][cH:28][cH:29][cH:30][cH:31]2)[CH2:25]1.[CH3:1][C:2]1([CH3:4])[O:3][O:5]1.[CH3:38][C:39](=[O:40])[CH3:41]>>[OH:3][N:23]1[CH:22]([c:32]2[cH:33][cH:34][cH:35][cH:36][cH:37]2)[CH2:21][CH:20]([O:19][C:6]([CH2:7][CH2:8][CH2:9][CH2:10][CH2:11][CH2:12][CH2:13][CH2:14][CH2:15][CH2:16][CH3:17])=[O:18])[CH2:25][CH:24]1[c:26]1[cH:27][cH:28][cH:29][cH:30][cH:31]1. The reactants are Cl.C(=O)(O)C1=C(C=CC=C1)C1=CC=C(C=C1)CN1C(=NC(=C1C(=O)OCC)C(C)(C)O)CCC (ethyl 1-[(2'-carboxybiphenyl-4-yl)methyl]-4-(1-hydroxy-1-methylethyl)-2-propylimidazole-5-carboxylate hydrochloride), O.[OH-].[Li+] (lithium hydroxide monohydrate), Cl (hydrochloric acid). Run in O (water). Product: C(=O)(O)C1=C(C=CC=C1)C1=CC=C(C=C1)CN1C(=NC(=C1C(=O)O)C(C)(C)O)CCC (1-[(2'-Carboxybiphenyl-4-yl)methyl]-4-(1-hydroxy-1-methylethyl)-2-propylimidazole-5-carboxylic acid). The yield is 98.0%. As a reaction SMILES: Cl.[C:2]([C:5]1[CH:10]=[CH:9][CH:8]=[CH:7][C:6]=1[C:11]1[CH:16]=[CH:15][C:14]([CH2:17][N:18]2[C:22]([C:23]([O:25]CC)=[O:24])=[C:21]([C:28]([OH:31])([CH3:30])[CH3:29])[N:20]=[C:19]2[CH2:32][CH2:33][CH3:34])=[CH:13][CH:12]=1)([OH:4])=[O:3].O.[OH-].[Li+].Cl>O>[C:2]([C:5]1[CH:10]=[CH:9][CH:8]=[CH:7][C:6]=1[C:11]1[CH:12]=[CH:13][C:14]([CH2:17][N:18]2[C:22]([C:23]([OH:25])=[O:24])=[C:21]([C:28]([OH:31])([CH3:29])[CH3:30])[N:20]=[C:19]2[CH2:32][CH2:33][CH3:34])=[CH:15][CH:16]=1)([OH:4])=[O:3] |f:0.1,2.3.4|. Reported procedure: A solution of 0.20 g of ethyl 1-[(2'-carboxybiphenyl-4-yl)methyl]-4-(1-hydroxy-1-methylethyl)-2-propylimidazole-5-carboxylate hydrochloride (prepared as described in Example 16) in an aqueous solution of 84 mg of lithium hydroxide monohydrate in 5 ml of water was stirred at room temperature for 6 hours. At the end of this time, 2 ml of 1N aqueous hydrochloric acid were added dropwise to the reaction mixture, and the resulting precipitate was collected by filtration, to give 0.17 g of the title c... The reactants are CNC.C1CCOC1 (dimethylamine THF), CN(C)C=O (DMF), ClCC(NS(=O)(=O)C1=CC(=CC=C1)C(C(C(=O)C1=CC(=CC(=C1)F)F)=C1NC2=C(N1)C=CC=C2)=O)=N (2-chloro-N-({3-[3-(3,5-difluorophenyl)-2-(1,3-dihydro-2H-benzimidazol-2-ylidene)-3-oxopropanoyl]phenyl}sulfonyl)ethanimidamide). Solvent: O (Water). Conditions: time 1 hour. Yields the product FC=1C=C(C=C(C1)F)C(C(C(=O)C=1C=C(C=CC1)S(=O)(=O)NC(CN(C)C)=N)=C1NC2=C(N1)C=CC=C2)=O (N-({3-[3-(3,5-difluorophenyl)-2-(1,3-dihydro-2H-benzimidazol-2-ylidene)-3-oxopropanoyl]phenyl}sulfonyl)-2-(dimethylamino)ethanimidamide). RXN SMILES: CNC.C1COCC1.[CH3:9][N:10]([CH:12]=O)[CH3:11].ClC[C:16](=[NH:49])[NH:17][S:18]([C:21]1[CH:26]=[CH:25][CH:24]=[C:23]([C:27](=[O:48])[C:28](=[C:39]2[NH:43][C:42]3[CH:44]=[CH:45][CH:46]=[CH:47][C:41]=3[NH:40]2)[C:29]([C:31]2[CH:36]=[C:35]([F:37])[CH:34]=[C:33]([F:38])[CH:32]=2)=[O:30])[CH:22]=1)(=[O:20])=[O:19]>O>[F:37][C:35]1[CH:36]=[C:31]([C:29](=[O:30])[C:28](=[C:39]2[NH:40][C:41]3[CH:47]=[CH:46][CH:45]=[CH:44][C:42]=3[NH:43]2)[C:27]([C:23]2[CH:22]=[C:21]([S:18]([NH:17][C:16](=[NH:49])[CH2:12][N:10]([CH3:9])[CH3:11])(=[O:19])=[O:20])[CH:26]=[CH:25][CH:24]=2)=[O:48])[CH:32]=[C:33]([F:38])[CH:34]=1 |f:0.1|. Procedure: 2 M dimethylamine/THF solution (0.85 mL) was added to a DMF (5 mL) solution of 2-chloro-N-({3-[3-(3,5-difluorophenyl)-2-(1,3-dihydro-2H-benzimidazol-2-ylidene)-3-oxopropanoyl]phenyl}sulfonyl)ethanimidamide (181 mg), followed by stirring at room temperature for 1 hour. Water was added to the reaction mixture, followed by extraction with ethyl acetate. The organic layer was washed with saturated brine, concentrated under reduced pressure, and the residue was purified by silica gel column chromatog... The reactants are [Cl-], ClCCl, NCC1CC1, CN(C)C=O, CC(C)N(C)c1cc2c(cc1C(F)(F)F)NC(=O)CC(c1cccc(-n3nncc3CO)c1)=N2, O=S(Cl)Cl. Yields the product CC(C)N(C)c1cc2c(cc1C(F)(F)F)NC(=O)CC(c1cccc(-n3nncc3CNCC3CC3)c1)=N2. RXN SMILES: [Cl-:39].[Cl:45][CH2:46][Cl:47].[NH2:40][CH2:41][CH:42]1[CH2:43][CH2:44]1.[O:48]=[CH:49][N:50]([CH3:51])[CH3:52].[OH:1][CH2:2][c:3]1[cH:4][n:5][n:6][n:7]1-[c:8]1[cH:9][c:10]([C:14]2=[N:15][c:16]3[c:17]([cH:22][c:23]([C:31]([F:32])([F:33])[F:34])[c:24]([N:26]([CH3:27])[CH:28]([CH3:29])[CH3:30])[cH:25]3)[NH:18][C:19](=[O:21])[CH2:20]2)[cH:11][cH:12][cH:13]1.[S:35]([Cl:36])([Cl:37])=[O:38]>>[CH2:2]([c:3]1[cH:4][n:5][n:6][n:7]1-[c:8]1[cH:9][c:10]([C:14]2=[N:15][c:16]3[c:17]([cH:22][c:23]([C:31]([F:32])([F:33])[F:34])[c:24]([N:26]([CH3:27])[CH:28]([CH3:29])[CH3:30])[cH:25]3)[NH:18][C:19](=[O:21])[CH2:20]2)[cH:11][cH:12][cH:13]1)[NH:40][CH2:41][CH:42]1[CH2:43][CH2:44]1. Reactants: Cl (HCl), ClC1=CC=C(C=C1)C=1C=CC(=NC1)C#CC1=CC=C(OCCN2CCC(CC2)CN(C)C)C=C1 ([1-(2-{4-[5-(4-chloro-phenyl)-pyridin-2-ylethynyl]-phenoxy}-ethyl)-piperidin-4-ylmethyl]-dimethyl-amine). The solvent is C(Cl)Cl (DCM), CC(=O)C (acetone). Product: Cl.ClC1=CC=C(C=C1)C=1C=CC(=NC1)C#CC1=CC=C(OCCN2CCC(CC2)CN(C)C)C=C1 ([1-(2-{4-[5-(4-chloro-phenyl)-pyridin-2-ylethynyl]-phenoxy}-ethyl)-piperidin-4-ylmethyl]-dimethyl-amine hydrochloride). RXN SMILES: Cl.[Cl:2][C:3]1[CH:8]=[CH:7][C:6]([C:9]2[CH:10]=[CH:11][C:12]([C:15]#[C:16][C:17]3[CH:35]=[CH:34][C:20]([O:21][CH2:22][CH2:23][N:24]4[CH2:29][CH2:28][CH:27]([CH2:30][N:31]([CH3:33])[CH3:32])[CH2:26][CH2:25]4)=[CH:19][CH:18]=3)=[N:13][CH:14]=2)=[CH:5][CH:4]=1>C(Cl)Cl.CC(C)=O>[ClH:2].[Cl:2][C:3]1[CH:8]=[CH:7][C:6]([C:9]2[CH:10]=[CH:11][C:12]([C:15]#[C:16][C:17]3[CH:18]=[CH:19][C:20]([O:21][CH2:22][CH2:23][N:24]4[CH2:29][CH2:28][CH:27]([CH2:30][N:31]([CH3:33])[CH3:32])[CH2:26][CH2:25]4)=[CH:34][CH:35]=3)=[N:13][CH:14]=2)=[CH:5][CH:4]=1 |f:4.5|. Procedure: Saturated ethereal HCl solution is added to a solution of 15 mg (0.03 mmol) [1-(2-{4-[5-(4-chloro-phenyl)-pyridin-2-ylethynyl]-phenoxy}-ethyl)-piperidin-4-ylmethyl]-dimethyl-amine (Example 4.41) in 6 mL DCM and 4 mL acetone until no more precipitate is formed during the addition. The salt formed is suction filtered in a nitrogen current and dried. The reactants are O=C1CCC(=O)N1Br, ClC(Cl)(Cl)Cl, CCCCCC, CCOC(C)=O, Cc1ccc(C(=O)O)c(F)c1, CC(C)(C#N)N=NC(C)(C)C#N. The product is O=C(O)c1ccc(CBr)cc1F. Reaction SMILES: [Br:12][N:13]1[C:14](=[O:15])[CH2:16][CH2:17][C:18]1=[O:19].[C:38]([Cl:39])([Cl:40])([Cl:41])[Cl:42].[CH3:32][CH2:33][CH2:34][CH2:35][CH2:36][CH3:37].[CH3:43][CH2:44][O:45][C:46](=[O:47])[CH3:48].[F:1][c:2]1[c:3]([C:4](=[O:5])[OH:6])[cH:7][cH:8][c:9]([CH3:11])[cH:10]1.[N:20]([C:21]([CH3:22])([CH3:23])[C:24]#[N:25])=[N:26][C:27]([CH3:28])([CH3:29])[C:30]#[N:31]>>[F:1][c:2]1[c:3]([C:4](=[O:5])[OH:6])[cH:7][cH:8][c:9]([CH2:11][Br:12])[cH:10]1. Reactants: C1(CCCCC1)C1=CC(=C(C=C1)CC(=O)O)OC ((4-cyclohexyl-2-methoxyphenyl)-acetic acid), Cl (HCl), CO (methanol). Reaction conditions: time 18 hour. Product: COC(CC1=C(C=C(C=C1)C1CCCCC1)OC)=O ((4-Cyclohexyl-2-methoxyphenyl)-acetic acid methylester). RXN SMILES: [CH:1]1([C:7]2[CH:12]=[CH:11][C:10]([CH2:13][C:14]([OH:16])=[O:15])=[C:9]([O:17][CH3:18])[CH:8]=2)[CH2:6][CH2:5][CH2:4][CH2:3][CH2:2]1.Cl.[CH3:20]O>>[CH3:20][O:15][C:14](=[O:16])[CH2:13][C:10]1[CH:11]=[CH:12][C:7]([CH:1]2[CH2:2][CH2:3][CH2:4][CH2:5][CH2:6]2)=[CH:8][C:9]=1[O:17][CH3:18]. Procedure: A solution of 20 g of (4-cyclohexyl-2-methoxyphenyl)-acetic acid in 200 ml of dry methanol is saturated with HCl gas at 0°. After standing at 22° for 18 hours, it is evaporated to dryness.